From a dataset of the Open Reaction Database (ORD), a public repository of structured organic reaction records. describe an organic reaction: reactants, conditions, products, and yield The reactants are ClC1=NC=CC(=C1)CO (2-chloro-4-pyridinemethanol), C(O)([O-])=O.[Na+] (sodium hydrogen carbonate), BrN1C(CCC1=O)=O (N-bromosuccinimide), C([O-])([O-])=O.[Na+].[Na+] (sodium carbonate). Run in C1=CC=CC=C1 (benzene). The product is ClC1=NC=CC(=C1)C=O (2 -chloro-4-pyridinecarboxaldehyde). The yield is 94.5%. Reaction SMILES: [Cl:1][C:2]1[CH:7]=[C:6]([CH2:8][OH:9])[CH:5]=[CH:4][N:3]=1.BrN1C(=O)CCC1=O.C(=O)([O-])[O-].[Na+].[Na+].C(=O)([O-])O.[Na+]>C1C=CC=CC=1>[Cl:1][C:2]1[CH:7]=[C:6]([CH:8]=[O:9])[CH:5]=[CH:4][N:3]=1 |f:2.3.4,5.6|. Procedure details: 69.0 g of 2-chloro-4-pyridinemethanol, 128.3 g of N-bromosuccinimide and 101.9 g of anhydrous sodium carbonate were suspended in 1.8 liters of benzene, and refluxed for 4 hours. After cooling, a saturated aqueous solution of sodium hydrogen carbonate was added little by little with stirring until bubbling ceased. The insoluble matter was removed by filtration. The organic layer was separated, washed with a 10% aqueous solution of sodium thiosulfate once and then a saturated aqueous solution of s...